Dataset: the Open Reaction Database (ORD), a public repository of structured organic reaction records. Task: describe an organic reaction: reactants, conditions, products, and yield Reactants: Cl.CON (N-Methoxyamine hydrochloride), N(=[N+]=[N-])C[C@@H]1CN(C(O1)=O)C1=CC(=C(C=C1)C(=O)OC1=C(C(=C(C(=C1F)F)F)F)F)F (5-(S)-azidomethyl-3-[4′-(pentafluorophenoxy)carbonyl-3′-fluorophenyl]-oxazolidine-2-one), C(C)(C)N(CC)C(C)C (diisopropylethylamine). Run in C1CCOC1 (THF). Conditions: time 8 hour. The product is N(=[N+]=[N-])C[C@@H]1CN(C(O1)=O)C1=CC(=C(C=C1)C(=O)NOC)F (5-(S)-Azidomethyl-3-[4′-(N-methoxyamino)carbonyl-3′-fluorophenyl]-oxazolidine-2-one). Isolated yield 83.3%. RXN SMILES: Cl.[CH3:2][O:3][NH2:4].[N:5]([CH2:8][C@H:9]1[O:13][C:12](=[O:14])[N:11]([C:15]2[CH:20]=[CH:19][C:18]([C:21](OC3C(F)=C(F)C(F)=C(F)C=3F)=[O:22])=[C:17]([F:35])[CH:16]=2)[CH2:10]1)=[N+:6]=[N-:7].C(N(C(C)C)CC)(C)C>C1COCC1>[N:5]([CH2:8][C@H:9]1[O:13][C:12](=[O:14])[N:11]([C:15]2[CH:20]=[CH:19][C:18]([C:21]([NH:4][O:3][CH3:2])=[O:22])=[C:17]([F:35])[CH:16]=2)[CH2:10]1)=[N+:6]=[N-:7] |f:0.1|. Reported procedure: N-Methoxyamine hydrochloride (123 mg, 1.5 mmol) was added to a solution of 5-(S)-azidomethyl-3-[4′-(pentafluorophenoxy)carbonyl-3′-fluorophenyl]-oxazolidine-2-one (600 mg, 1.3 mmol) and diisopropylethylamine (0.26 ml, 1.5 mmol) in THF (8 ml), and the mixture stirred overnight at r.t. Solvent was removed under vacuum, and ethyl acetate with 3% aq. citric acid added. Organic layer was washed twice with 3% citric acid, brine, and dried (Na2SO4). Solvent was removed under vacuum, and the crude mater... The reactants are C(C)(=O)N1[C@H](CN(C2=CC(=CC=C12)Br)C(=O)OC(C)C)C ((S)-isopropyl 4-acetyl-7-bromo-3-methyl-3,4-dihydroquinoxaline-1(2H)-carboxylate), CC1(OB(OC1(C)C)C=1C=NN(C1)CCO)C (2-(4-(4,4,5,5-tetramethyl-1,3,2-dioxaborolan-2-yl)-1H-pyrazol-1-yl)ethanol), C([O-])([O-])=O.[Cs+].[Cs+] (cesium carbonate). Reagents/catalysts: CC(C)C1=CC(=C(C(=C1)C(C)C)C2=CC(=CC=C2)P(C3CCCCC3)C4CCCCC4)C(C)C.C1=CC=C([C-]=C1)C2=CC=CC=C2N.Cl[Pd+] (chloro(2-dicyclohexylphosphino-2′,4′,6′-tri-i-propyl-1,1′-biphenyl)(2′-amino-1,1′-biphenyl-2-yl) palladium(II)). Solvent: O1CCOCC1 (1,4-dioxane), O (water). Reaction conditions: temperature 100 celsius, time 1 hour. The product is C(C)(=O)N1[C@H](CN(C2=CC(=CC=C12)C=1C=NN(C1)CCO)C(=O)OC(C)C)C ((S)-isopropyl 4-acetyl-7-(1-(2-hydroxyethyl)-1H-pyrazol-4-yl)-3-methyl-3,4-dihydroquinoxaline-1(2H)-carboxylate). Isolated yield 95.4%. RXN SMILES: [C:1]([N:4]1[C:13]2[C:8](=[CH:9][C:10](Br)=[CH:11][CH:12]=2)[N:7]([C:15]([O:17][CH:18]([CH3:20])[CH3:19])=[O:16])[CH2:6][C@@H:5]1[CH3:21])(=[O:3])[CH3:2].CC1(C)C(C)(C)OB([C:30]2[CH:31]=[N:32][N:33]([CH2:35][CH2:36][OH:37])[CH:34]=2)O1.C(=O)([O-])[O-].[Cs+].[Cs+]>O1CCOCC1.O.CC(C1C=C(C(C)C)C(C2C=CC=C(P(C3CCCCC3)C3CCCCC3)C=2)=C(C(C)C)C=1)C.C1C=[C-]C(C2C(N)=CC=CC=2)=CC=1.Cl[Pd+]>[C:1]([N:4]1[C:13]2[C:8](=[CH:9][C:10]([C:30]3[CH:31]=[N:32][N:33]([CH2:35][CH2:36][OH:37])[CH:34]=3)=[CH:11][CH:12]=2)[N:7]([C:15]([O:17][CH:18]([CH3:20])[CH3:19])=[O:16])[CH2:6][C@@H:5]1[CH3:21])(=[O:3])[CH3:2] |f:2.3.4,7.8.9|. Procedure: A mixture of (S)-isopropyl 4-acetyl-7-bromo-3-methyl-3,4-dihydroquinoxaline-1(2H)-carboxylate (0.050 g, 0.141 mmol), 2-(4-(4,4,5,5-tetramethyl-1,3,2-dioxaborolan-2-yl)-1H-pyrazol-1-yl)ethanol (0.050 g, 0.211 mmol), chloro(2-dicyclohexylphosphino-2′,4′,6′-tri-i-propyl-1,1′-biphenyl)(2′-amino-1,1′-biphenyl-2-yl) palladium(II) (XPhos 2nd generation precatalyst) (5.54 mg, 7.04 μmol), and cesium carbonate (0.138 g, 0.422 mmol) in 1,4-dioxane (2.0 mL) and water (0.40 mL) was stirred in the microwave a... Starting materials: CO, O=[N+]([O-])c1cccc(OCc2ccc(-c3ccccc3)cc2)c1, [Na+], [OH-], Cl[Sn]Cl. Yields the product Nc1cccc(OCc2ccc(-c3ccccc3)cc2)c1. RXN SMILES: [CH3:29][OH:30].[N+:4]([O-:5])(=[O:6])[c:7]1[cH:8][c:9]([O:10][CH2:11][c:12]2[cH:13][cH:14][c:15](-[c:18]3[cH:19][cH:20][cH:21][cH:22][cH:23]3)[cH:16][cH:17]2)[cH:24][cH:25][cH:26]1.[Na+:28].[OH-:27].[Sn:1]([Cl:2])[Cl:3]>>[NH2:4][c:7]1[cH:8][c:9]([O:10][CH2:11][c:12]2[cH:13][cH:14][c:15](-[c:18]3[cH:19][cH:20][cH:21][cH:22][cH:23]3)[cH:16][cH:17]2)[cH:24][cH:25][cH:26]1. Starting materials: C([O-])(O)=O.[Na+] (sodium bicarbonate), C(C)C1OC2=C(C(C1C)=O)C=C(C=C2)C(C(=O)OC)C (Methyl 2-[2,3-dihydro-2-ethyl-3-methyl-4-oxo-4H-1-benzopyran-6-yl]propionate), O (water). Solvent: C(C)O (ethanol). Product: C(C)C1OC2=C(C(C1C)=O)C=C(C=C2)C(C(=O)O)C (2-[2,3-Dihydro-2-ethyl-3-methyl-4-oxo-4H-1-benzopyran-6-yl]propionic acid). Reaction SMILES: [CH2:1]([CH:3]1[CH:8]([CH3:9])[C:7](=[O:10])[C:6]2[CH:11]=[C:12]([CH:15]([CH3:20])[C:16]([O:18]C)=[O:17])[CH:13]=[CH:14][C:5]=2[O:4]1)[CH3:2].C(=O)(O)[O-].[Na+].O>C(O)C>[CH2:1]([CH:3]1[CH:8]([CH3:9])[C:7](=[O:10])[C:6]2[CH:11]=[C:12]([CH:15]([CH3:20])[C:16]([OH:18])=[O:17])[CH:13]=[CH:14][C:5]=2[O:4]1)[CH3:2] |f:1.2|. Reported procedure: Methyl 2-[2,3-dihydro-2-ethyl-3-methyl-4-oxo-4H-1-benzopyran-6-yl]propionate (6 g) was dissolved in ethanol (200 ml) and heated to reflux with dilute aqueous sodium bicarbonate solution (50 ml) for eight hours. The reaction mixture was poured into water, acidified and extracted with ether. The combined etheral extracts were washed with water and dried (MgSO4) and concentrated in vacuo affording a mixture of the desired product and starting material which were separated by chromatography on silic...